This data is from the Open Reaction Database (ORD), a public repository of structured organic reaction records. The task is: describe an organic reaction: reactants, conditions, products, and yield Starting materials: CO, CCOC(=O)Cn1cc2c(n1)-c1cc(Cl)ccc1S(=O)C2, [Na+], [OH-]. Product: O=C(O)Cn1cc2c(n1)-c1cc(Cl)ccc1S(=O)C2. RXN SMILES: [CH3:24][OH:25].[Cl:1][c:2]1[cH:3][cH:4][c:5]2[c:6]([cH:7]1)-[c:8]1[n:9][n:10]([CH2:16][C:17](=[O:18])[O:19][CH2:20][CH3:21])[cH:11][c:12]1[CH2:13][S:14]2=[O:15].[Na+:23].[OH-:22]>>[Cl:1][c:2]1[cH:3][cH:4][c:5]2[c:6]([cH:7]1)-[c:8]1[n:9][n:10]([CH2:16][C:17](=[O:18])[OH:19])[cH:11][c:12]1[CH2:13][S:14]2=[O:15]. Reactants: N(=[N+]=[N-])CC(CO)(COC(C(F)(F)F)(C(F)(F)F)C(F)(F)F)COC(C(F)(F)F)(C(F)(F)F)C(F)(F)F (2-Azidomethyl-3-(2,2,2-Trifluoro-1,1-Bis-Trifluoromethyl-Ethoxy)-2-(2,2,2-Trifluoro-1,1-Bis-Trifluoromethyl-Ethoxymethyl)-Propan-1-Ol), CC(=O)C.OS(=O)(=O)O.O=[Cr](=O)=O (Jones reagent). The solvent is CC(C)O (2-propanol). Conditions: time 1 hour. Product: N(=[N+]=[N-])CC(C(=O)O)(COC(C(F)(F)F)(C(F)(F)F)C(F)(F)F)COC(C(F)(F)F)(C(F)(F)F)C(F)(F)F (2-Azidomethyl-3-(2,2,2-Trifluoro-1,1-Bis-Trifluoromethyl-Ethoxy)-2-(2,2,2-Trifluoro-1,1-Bis-Trifluoromethyl-Ethoxymethyl)-Propionic Acid). The yield is 95.0%. As a reaction SMILES: [N:1]([CH2:4][C:5]([CH2:23][O:24][C:25]([C:34]([F:37])([F:36])[F:35])([C:30]([F:33])([F:32])[F:31])[C:26]([F:29])([F:28])[F:27])([CH2:8][O:9][C:10]([C:19]([F:22])([F:21])[F:20])([C:15]([F:18])([F:17])[F:16])[C:11]([F:14])([F:13])[F:12])[CH2:6][OH:7])=[N+:2]=[N-:3].CC(C)=[O:40].OS(O)(=O)=O.O=[Cr](=O)=O>CC(O)C>[N:1]([CH2:4][C:5]([CH2:8][O:9][C:10]([C:11]([F:14])([F:13])[F:12])([C:15]([F:18])([F:17])[F:16])[C:19]([F:21])([F:22])[F:20])([CH2:23][O:24][C:25]([C:30]([F:31])([F:32])[F:33])([C:26]([F:27])([F:28])[F:29])[C:34]([F:35])([F:36])[F:37])[C:6]([OH:40])=[O:7])=[N+:2]=[N-:3] |f:1.2.3|. Procedure details: To a stirred solution of alcohol 11 (19.0 g, 31.8 mmol) at 0° C. was added dropwise a solution of Jones reagent (2.7 N, 31 mL). After addition, the reaction mixture was stirred at room temperature for 1 hour and 2-propanol (10 mL) was slowly added. The solvent was removed under vacuo and the residue was dissolved in ether. Washing the ether solution with water, separation the layers and the aqueous lay was extracted with ether. The combined organic lay was dried over magnesium sulfate and concen... Reagents/catalysts: C1=CC=C(C=C1)P(C2=CC=CC=C2)C3=CC=CC=C3.C1=CC=C(C=C1)P(C2=CC=CC=C2)C3=CC=CC=C3.Cl[Pd]Cl (bis(triphenylphosphine)palladium (II) chloride), [Cu](I)I (copper iodide). As a reaction SMILES: [CH2:1]([O:3][C:4](=[O:6])[CH3:5])[CH3:2].Br[C:8]1[CH:9]=[C:10]([S:15][C:16]2[CH:26]=[CH:25][C:19]([O:20]CC(O)=O)=[C:18]([CH3:27])[CH:17]=2)[CH:11]=[C:12]([OH:14])[CH:13]=1.[CH2:28]([N:31]1[CH2:36][CH2:35][O:34][CH2:33][CH2:32]1)[C:29]#[CH:30]>C(N(CC)CC)C.CN(C=O)C.C1C=CC(P(C2C=CC=CC=2)C2C=CC=CC=2)=CC=1.C1C=CC(P(C2C=CC=CC=2)C2C=CC=CC=2)=CC=1.Cl[Pd]Cl.[Cu](I)I>[CH2:1]([O:3][C:4](=[O:6])[CH2:5][O:20][C:19]1[CH:25]=[CH:26][C:16]([S:15][C:10]2[CH:9]=[C:8]([C:30]#[C:29][CH2:28][N:31]3[CH2:36][CH2:35][O:34][CH2:33][CH2:32]3)[CH:13]=[C:12]([OH:14])[CH:11]=2)=[CH:17][C:18]=1[CH3:27])[CH3:2] |f:0.1,5.6.7|. Run in C(C)N(CC)CC (triethylamine), CN(C)C=O (DMF). Procedure details: [4-(3-Bromo-5-hydroxy-phenylsulfanyl)-2-methyl-phenoxy]-acetic acid ethyl acetate (3 g; 7.55 mmol), 4-prop-2-ynyl-morpholine (2.8 g; 22.65 mmol), bis(triphenylphosphine)palladium (II) chloride (0.42 g; 0.60 mmol) and copper iodide (0.09 g; 0.45 mmol) were dissolved in a mixture of triethylamine (7 mL) and DMF (8 mL) under an atmosphere of nitrogen. The reaction mixture was reacted in a microwave oven at 100° C. for 1.5 h. The reaction mixture was purified by preparative HPLC (method A). Yield: 1... Starting materials: C(C)OC(C)=O.BrC=1C=C(C=C(C1)O)SC1=CC(=C(OCC(=O)O)C=C1)C ([4-(3-Bromo-5-hydroxy-phenylsulfanyl)-2-methyl-phenoxy]-acetic acid ethyl acetate), C(C#C)N1CCOCC1 (4-prop-2-ynyl-morpholine). The product is C(C)OC(COC1=C(C=C(C=C1)SC1=CC(=CC(=C1)C#CCN1CCOCC1)O)C)=O ({4-[3-Hydroxy-5-(3-morpholin-4-yl-prop-1-ynyl)-phenylsulfanyl]-2-methylphenoxy}-acetic Acid Ethyl Ester). The reactants are FC(F)(F)c1nnc2ccc(Cl)nn12, O=C1NCN(c2ccccc2)C12CCNCC2. Product: O=C1NCN(c2ccccc2)C12CCN(c1ccc3nnc(C(F)(F)F)n3n1)CC2. Reaction SMILES: [Cl:18][c:19]1[cH:20][cH:21][c:22]2[n:23]([n:24]1)[c:25]([C:28]([F:29])([F:30])[F:31])[n:26][n:27]2.[c:1]1([N:7]2[CH2:8][NH:9][C:10](=[O:17])[C:11]23[CH2:12][CH2:13][NH:14][CH2:15][CH2:16]3)[cH:2][cH:3][cH:4][cH:5][cH:6]1>>[c:1]1([N:7]2[CH2:8][NH:9][C:10](=[O:17])[C:11]23[CH2:12][CH2:13][N:14]([c:19]2[cH:20][cH:21][c:22]4[n:23]([n:24]2)[c:25]([C:28]([F:29])([F:30])[F:31])[n:26][n:27]4)[CH2:15][CH2:16]3)[cH:2][cH:3][cH:4][cH:5][cH:6]1. Reactants: BrC1=C(CO)C=C(C=C1)O[Si](C)(C)C(C)(C)C (2-Bromo-5-(tert-butyldimethylsiloxy)benzyl Alcohol), [Cl-].COC[P+](C1=CC=CC=C1)(C1=CC=CC=C1)C1=CC=CC=C1 ((methoxymethyl)triphenylphosphonium chloride), CC(C)([O-])C.[K+] (potassium tert-butoxide), CN(C=O)C (N,N-dimethylformamide). Conditions: time 8 hour. Yields the product BrC1=C(CO)C=C(C=C1)C#N (2-Bromo-5-cyanobenzyl Alcohol). Reaction SMILES: [Br:1][C:2]1[CH:9]=[CH:8][C:7](O[Si](C(C)(C)C)(C)C)=[CH:6][C:3]=1[CH2:4][OH:5].[Cl-].COC[P+](C1C=CC=CC=1)(C1C=CC=CC=1)C1C=CC=CC=1.CC(C)([O-])C.[K+].[CH3:47][N:48](C)C=O>>[Br:1][C:2]1[CH:9]=[CH:8][C:7]([C:47]#[N:48])=[CH:6][C:3]=1[CH2:4][OH:5] |f:1.2,3.4|. Procedure: A mixture of 2 (20.0 mmol), (methoxymethyl)triphenylphosphonium chloride (8.49 g, 24.0 mmol), and potassium tert-butoxide (2.83 g, 24.0 mol) in N,N-dimethylformamide (50 mL) was stirred at room temperature for overnight. The reaction was quenched with 6 N HCl, and the mixture was extracted with ethyl acetate. The organic layer was washed with water (×2) and brine, and dried on anhydrous sodium sulfate. The solvent was removed under reduced. To the residue were added tetrahydrofuran (60 mL) and 6...